From a dataset of the Open Reaction Database (ORD), a public repository of structured organic reaction records. describe an organic reaction: reactants, conditions, products, and yield Reactants: ClCl (chlorine), C23H23ClN4O3, CC=1C=C(C(=O)O)C=CC1C(=O)N1CC=CC1 (3-methyl-4-(2,5-dihydropyrrol-1-ylcarbonyl)benzoic acid), CN(C)C(=[N+](C)C)ON1C2=C(C=CC=C2)N=N1.[B-](F)(F)(F)F (TBTU), CN1CCOCC1 (N-methylmorpholine), ClC1=CC2=C(NC(=N2)[C@H](COC)N)C=C1 ((1R)-1-(5-chloro-1H-benzimidazol-2-yl)-2-methoxyethylamine). Run in ClCCl.CO (dichloromethane methanol), CN(C=O)C (N,N-dimethylformamide). The product is CC=1C=C(C(=O)N[C@@H](COC)C2=NC3=C(N2)C=CC(=C3)Cl)C=CC1C(=O)N1CC=CC1 ((1R)-3-methyl-N-[1-(5-chloro-1H-benzimidazol-2-yl)-2-methoxyethyl]-4-(2,5-dihydropyrrol-1-ylcarbonyl)benzamide). Isolated yield 74.0%. As a reaction SMILES: [CH3:1][C:2]1[CH:3]=[C:4]([CH:8]=[CH:9][C:10]=1[C:11]([N:13]1[CH2:17][CH:16]=[CH:15][CH2:14]1)=[O:12])[C:5]([OH:7])=O.CN(C(ON1N=NC2C=CC=CC1=2)=[N+](C)C)C.[B-](F)(F)(F)F.CN1CCOCC1.[Cl:47][C:48]1[CH:61]=[CH:60][C:51]2[NH:52][C:53]([C@@H:55]([NH2:59])[CH2:56][O:57][CH3:58])=[N:54][C:50]=2[CH:49]=1.ClCl>CN(C)C=O.ClCCl.CO>[CH3:1][C:2]1[CH:3]=[C:4]([CH:8]=[CH:9][C:10]=1[C:11]([N:13]1[CH2:17][CH:16]=[CH:15][CH2:14]1)=[O:12])[C:5]([NH:59][C@H:55]([C:53]1[NH:52][C:51]2[CH:60]=[CH:61][C:48]([Cl:47])=[CH:49][C:50]=2[N:54]=1)[CH2:56][O:57][CH3:58])=[O:7] |f:1.2,7.8|. Reported procedure: Prepared analogously to Example 1g from 3-methyl-4-(2,5-dihydropyrrol-1-ylcarbonyl)benzoic acid, TBTU, N-methylmorpholine, and (1R)-1-(5-chloro-1H-benzimidazol-2-yl)-2-methoxyethylamine in N,N-dimethylformamide. Yield: 74%; Rf value: 0.38 (silica gel; dichloromethane/methanol=95:5); C23H23ClN4O3 (438.92); mass spectrum: (M+H)+=439/441 (chlorine isotope). The reactants are CCOCC, CS(=O)(=O)O, CCO, CC(C)c1ccccc1-c1cc(C(=O)NC(=N)N)c2ccccc2n1. Product: CS(=O)(=O)[O-], CC(C)c1ccccc1-c1cc(C(=O)NC(=N)N)c2ccccc2n1. RXN SMILES: [CH2:31]([O:32][CH2:33][CH3:34])[CH3:35].[CH3:26][S:27]([OH:28])(=[O:29])=[O:30].[CH3:36][CH2:37][OH:38].[CH:1]([CH3:2])([CH3:3])[c:4]1[c:5](-[c:10]2[n:11][c:12]3[cH:13][cH:14][cH:15][cH:16][c:17]3[c:18]([C:20](=[O:21])[NH:22][C:23](=[NH:24])[NH2:25])[cH:19]2)[cH:6][cH:7][cH:8][cH:9]1>>[CH3:26][S:27](=[O:28])(=[O:29])[O-:30].[CH:1]([CH3:2])([CH3:3])[c:4]1[c:5](-[c:10]2[n:11][c:12]3[cH:13][cH:14][cH:15][cH:16][c:17]3[c:18]([C:20](=[O:21])[NH:22][C:23](=[NH:24])[NH2:25])[cH:19]2)[cH:6][cH:7][cH:8][cH:9]1. Reactants: C=1C=CC2=C(C1)N=NN2O (HOBt), CCN=C=NCCCN(C)C (EDCI), COC1=NNC2=NC=C(C=C21)N (3-methoxy-1H-pyrazolo[3,4-b]pyridin-5-amine), C(C)N(S(NC)(=O)=O)C=1C(=C(C(=O)O)C(=CC1)F)F (3-(N-ethyl-N-methylsulfamoylamino)-2,6-difluorobenzoic acid). The solvent is CN(C)C=O (DMF), C(Cl)Cl (DCM), CCOC(=O)C (EtOAc). Conditions: time 16 hour. Yields the product C(C)N(S(NC)(=O)=O)C=1C(=C(C(=O)NC=2C=C3C(=NC2)NN=C3OC)C(=CC1)F)F (3-(N-ethyl-N-methylsulfamoylamino)-2,6-difluoro-N-(3-methoxy-1H-pyrazolo[3,4-b]pyridin-5-yl)benzamide). Isolated yield 48.0%. RXN SMILES: C1C=CC2N(O)N=NC=2C=1.CCN=C=NCCCN(C)C.[CH3:22][O:23][C:24]1[C:32]2[C:27](=[N:28][CH:29]=[C:30]([NH2:33])[CH:31]=2)[NH:26][N:25]=1.[CH2:34]([N:36]([C:42]1[C:43]([F:52])=[C:44]([C:48]([F:51])=[CH:49][CH:50]=1)[C:45](O)=[O:46])[S:37](=[O:41])(=[O:40])[NH:38][CH3:39])[CH3:35]>CN(C=O)C.CCOC(C)=O.C(Cl)Cl>[CH2:34]([N:36]([C:42]1[C:43]([F:52])=[C:44]([C:48]([F:51])=[CH:49][CH:50]=1)[C:45]([NH:33][C:30]1[CH:31]=[C:32]2[C:24]([O:23][CH3:22])=[N:25][NH:26][C:27]2=[N:28][CH:29]=1)=[O:46])[S:37](=[O:40])(=[O:41])[NH:38][CH3:39])[CH3:35]. Procedure: HOBt (0.017 g, 0.13 mmol), EDCI (0.054 g, 0.28 mmol), and 3-methoxy-1H-pyrazolo[3,4-b]pyridin-5-amine (0.046 g, 0.28 mmol) was added to 3-(N-ethyl-N-methylsulfamoylamino)-2,6-difluorobenzoic acid (0.075 g, 0.25 mmol) in DMF (1 mL). The reaction mixture was stirred at room temperature for 16 hours. The mixture was diluted with EtOAc (6 mL) and washed with brine (3×5 mL). The organic layers were dried over sodium sulfate, decanted, and concentrated under reduced pressure. The residue was purified ... Starting materials: ClC=1C(=CC=C2CNC(C12)=O)O (7-chloro-6-hydroxy-2,3-dihydro-isoindol-1-one), IC(C)C (2-iodopropane), C([O-])([O-])=O.[Cs+].[Cs+] (cesium carbonate). Run in CN(C)C=O (DMF). Reaction conditions: temperature 80 celsius, time 8 hour. The product is ClC=1C(=CC=C2CNC(C12)=O)OC(C)C (7-chloro-6-isopropoxy-2,3-dihydro-isoindol-1-one). Isolated yield 48.9%. As a reaction SMILES: [Cl:1][C:2]1[C:3]([OH:12])=[CH:4][CH:5]=[C:6]2[C:10]=1[C:9](=[O:11])[NH:8][CH2:7]2.I[CH:14]([CH3:16])[CH3:15].C(=O)([O-])[O-].[Cs+].[Cs+]>CN(C=O)C>[Cl:1][C:2]1[C:3]([O:12][CH:14]([CH3:16])[CH3:15])=[CH:4][CH:5]=[C:6]2[C:10]=1[C:9](=[O:11])[NH:8][CH2:7]2 |f:2.3.4|. Procedure: A mixture of 7-chloro-6-hydroxy-2,3-dihydro-isoindol-1-one (500 mg, 2.72 mmol), 2-iodopropane (556 mg, 3.27 mmol), and cesium carbonate (1.33 mg, 4.08 mmol) in DMF (20 mL) was stirred at 80° C. overnight. The solution was cooled to room temperature and the reaction mixture partitioned between ethyl acetate (50 mL) and water (50 mL). The organic phase was separated, washed with water (50 mL) and brine (50 mL), dried over sodium sulfate and concentrated under vacuum. The residue was purified by co... The reactants are CN(C)C(=O)Cl, [Cl-], [H-], [NH4+], [Na+], CN(C)C=O, O=Cc1ccc2[nH]ccc2c1. Product: CN(C)C(=O)n1ccc2cc(C=O)ccc21. As a reaction SMILES: [CH3:14][N:15]([C:16](=[O:17])[Cl:18])[CH3:19].[Cl-:20].[H-:12].[NH4+:21].[Na+:13].[O:22]=[CH:23][N:24]([CH3:25])[CH3:26].[nH:1]1[cH:2][cH:3][c:4]2[cH:5][c:6]([CH:10]=[O:11])[cH:7][cH:8][c:9]12>>[n:1]1([C:16]([N:15]([CH3:14])[CH3:19])=[O:17])[cH:2][cH:3][c:4]2[cH:5][c:6]([CH:10]=[O:11])[cH:7][cH:8][c:9]12. Starting materials: C(C1=CC=CC=C1)P(=O)(CC1=CC=CC=C1)N[C@@H](C)C(=O)N1[C@H](C(=O)O)CCC1 (Dibenzylphosphoryl-L-alanyl-L-proline), CCN=C=NCCCN(C)C (WSC), C=1C=CC2=C(C1)N=NN2O (HOBt), Cl.COC([C@@H](N)CO)=O (L-serine methylester hydrochloride). Solvent: CN(C)C=O (DMF), C(C)(=O)OCC (Ethyl acetate). Conditions: temperature -15 celsius, time 3 hour. The product is COC([C@@H](NC([C@H]1N(CCC1)C([C@@H](NP(=O)(CC1=CC=CC=C1)CC1=CC=CC=C1)C)=O)=O)CO)=O (dibenzylphosphoryl-L-alanyl-L-prolyl-L-serine methyl ester). Yield: 87.1%. RXN SMILES: [CH2:1]([P:8]([NH:17][C@H:18]([C:20]([N:22]1[CH2:29][CH2:28][CH2:27][C@H:23]1[C:24](O)=[O:25])=[O:21])[CH3:19])([CH2:10][C:11]1[CH:16]=[CH:15][CH:14]=[CH:13][CH:12]=1)=[O:9])[C:2]1[CH:7]=[CH:6][CH:5]=[CH:4][CH:3]=1.C1C=CC2N(O)N=NC=2C=1.Cl.[CH3:41][O:42][C:43](=[O:48])[C@H:44]([CH2:46][OH:47])[NH2:45].CCN=C=NCCCN(C)C>CN(C=O)C.C(OCC)(=O)C>[CH3:41][O:42][C:43](=[O:48])[C@H:44]([CH2:46][OH:47])[NH:45][C:24](=[O:25])[C@@H:23]1[CH2:27][CH2:28][CH2:29][N:22]1[C:20](=[O:21])[C@H:18]([CH3:19])[NH:17][P:8]([CH2:1][C:2]1[CH:3]=[CH:4][CH:5]=[CH:6][CH:7]=1)([CH2:10][C:11]1[CH:12]=[CH:13][CH:14]=[CH:15][CH:16]=1)=[O:9] |f:2.3|. Procedure details: Dibenzylphosphoryl-L-alanyl-L-proline (1.2 g, 2.5 m mole) as shown in the Japanese patent first publication No. 104863/1981, HOBt (338 mg, 2.5 m mole) and L-serine methylester hydrochloride (467 mg, 3 m mole) were suspended in DMF (10 ml), and WSC (0.5 ml) was added dropwise thereto while cooling to -15° C. and stirring. The reaction was carried out for 3 hours under cooling and next overnight at a room temperature. Ethyl acetate (100 ml) was added to the reaction solution, washed 1N hydrochlori... Reactants: C(C)OC(=O)C(CC(=O)O)=C(C1=CC=CC=C1)C1=CC=C(C=C1)F (3-Ethoxycarbonyl-4-(4-fluorophenyl)-4-phenylbut-3-enoic acid), Br (hydrobromic acid). The solvent is C(C)(=O)O (acetic acid). The product is FC1=CC=C(C=C1)C(=CCC(=O)O)C1=CC=CC=C1 (4-(4-Fluorophenyl)-4-phenylbut-3-enoic Acid). The yield is 47.0%. RXN SMILES: C(OC([C:6](=[C:11]([C:18]1[CH:23]=[CH:22][C:21]([F:24])=[CH:20][CH:19]=1)[C:12]1[CH:17]=[CH:16][CH:15]=[CH:14][CH:13]=1)[CH2:7][C:8]([OH:10])=[O:9])=O)C.Br>C(O)(=O)C>[F:24][C:21]1[CH:20]=[CH:19][C:18]([C:11]([C:12]2[CH:13]=[CH:14][CH:15]=[CH:16][CH:17]=2)=[CH:6][CH2:7][C:8]([OH:10])=[O:9])=[CH:23][CH:22]=1. Procedure details: 3-Ethoxycarbonyl-4-(4-fluorophenyl)-4-phenylbut-3-enoic acid (47 g., 0.143 mole) was added to a mixture of glacial acetic acid (1000 ml.) and 48% aqueous hydrobromic acid (500 ml.), and the resulting mixture stirred at reflux for 16 hours. The reaction mixture was then concentrated under vacuum and the concentrate extracted with ether (3×500 ml.). The combined ether extract was extracted with 4% aqueous ammonium hydroxide (5×200 ml.). The combined aqueous extract was acidified with 6N hydrochlor...